Task: describe an organic reaction: reactants, conditions, products, and yield. Dataset: the Open Reaction Database (ORD), a public repository of structured organic reaction records Starting materials: CS(=O)(=O)[O-], CC(C)CCON=O, Cn1c(-c2cccc(F)c2)nc2c(N)nc(C#CC3(O)CCCCC3)nc21, C1CCOC1. The product is Cn1c(-c2cccc(F)c2)nc2cnc(C#CC3(O)CCCCC3)nc21. As a reaction SMILES: [CH3:1][S:2](=[O:3])(=[O:4])[O-:5].[CH3:33][CH:34]([CH2:35][CH2:36][O:37][N:38]=[O:39])[CH3:40].[NH2:6][c:7]1[c:8]2[n:9][c:10](-[c:26]3[cH:27][c:28]([F:32])[cH:29][cH:30][cH:31]3)[n:11]([CH3:25])[c:12]2[n:13][c:14]([C:16]#[C:17][C:18]2([OH:24])[CH2:19][CH2:20][CH2:21][CH2:22][CH2:23]2)[n:15]1.[O:41]1[CH2:42][CH2:43][CH2:44][CH2:45]1>>[cH:7]1[c:8]2[n:9][c:10](-[c:26]3[cH:27][c:28]([F:32])[cH:29][cH:30][cH:31]3)[n:11]([CH3:25])[c:12]2[n:13][c:14]([C:16]#[C:17][C:18]2([OH:24])[CH2:19][CH2:20][CH2:21][CH2:22][CH2:23]2)[n:15]1. Starting materials: C(=O)(Cl)Cl (phosgene), N1=CC=CC=C1 (pyridine). The solvent is C(Cl)Cl (methylene chloride). The product is [Cl-].ClC(=O)[N+]1=CC=CC=C1 (N-chlorocarbonyl-pyridinium chloride). The yield is 95.3%. RXN SMILES: [C:1]([Cl:4])([Cl:3])=[O:2].[N:5]1[CH:10]=[CH:9][CH:8]=[CH:7][CH:6]=1>C(Cl)Cl>[Cl-:3].[Cl:4][C:1]([N+:5]1[CH:10]=[CH:9][CH:8]=[CH:7][CH:6]=1)=[O:2] |f:3.4|. Procedure: 280 g (2.83 mols) of phosgene and 224 g (2.83 mols) of pyridine are metered synchronously into 1,600 g of methylene chloride at -10° C. in the course of 180 minutes. A fine-crystalline, pale yellow suspension results. After filtration with suction, with exclusion of moisture, 480 g (=95.5% of theory) of N-chlorocarbonyl-pyridinium chloride of decomposition point 60° C. are obtained. Starting materials: ClC1=CC=C(C=C1)C=1C(=CC=CC1)C=O (4′-chlorobiphenyl-2-carboxaldehyde), N1C[C@@H](CC1)NC(OC(C)(C)C)=O ((R)-tert-butyl pyrrolidin-3-ylcarbamate), N1(CCNCC1)C(=O)OC(C)(C)C (tert-butyl piperazine-1-carboxylate). Yields the product CC1(OCCC(C1)N1C[C@@H](CC1)NC(OC(C)(C)C)=O)C (tert-butyl (3R)-1-(2,2-dimethyltetrahydro-2H-pyran-4-yl)pyrrolidin-3-ylcarbamate). As a reaction SMILES: ClC1C=CC(C2[C:9]([CH:14]=[O:15])=[CH:10][CH:11]=[CH:12][CH:13]=2)=CC=1.[NH:16]1[CH2:20][CH2:19][C@@H:18]([NH:21][C:22](=[O:28])[O:23][C:24]([CH3:27])([CH3:26])[CH3:25])[CH2:17]1.N1(C(OC(C)(C)C)=O)CCNC[CH2:30]1>>[CH3:30][C:12]1([CH3:13])[CH2:11][CH:10]([N:16]2[CH2:20][CH2:19][C@@H:18]([NH:21][C:22](=[O:28])[O:23][C:24]([CH3:25])([CH3:27])[CH3:26])[CH2:17]2)[CH2:9][CH2:14][O:15]1. Reported procedure: The title compound was prepared by substituting 2,2-dimethyldihydro-2H-pyran-4(3H)-one for 4′-chlorobiphenyl-2-carboxaldehyde and (R)-tert-butyl pyrrolidin-3-ylcarbamate for tert-butyl piperazine-1-carboxylate in EXAMPLE 1A. The reactants are CC(C)(C)OC(=O)N1CCNCC1, CC(C)(C)[O-], Cc1ccccc1, CCOC(C)=O, [Na+], O=C(C=Cc1ccccc1)C=Cc1ccccc1, O=C(C=Cc1ccccc1)C=Cc1ccccc1, O=C(C=Cc1ccccc1)C=Cc1ccccc1, [Pd], [Pd], O=S(=O)(c1ccccc1)N1CCOc2c(Br)cc(Cl)cc21. Product: CC(C)(C)OC(=O)N1CCN(c2cc(Cl)cc3c2OCCN3S(=O)(=O)c2ccccc2)CC1. As a reaction SMILES: [C:28]([CH3:29])([CH3:30])([CH3:31])[O:32][C:33](=[O:34])[N:35]1[CH2:36][CH2:37][NH:38][CH2:39][CH2:40]1.[CH3:1][C:2]([CH3:3])([O-:4])[CH3:5].[CH3:41][c:42]1[cH:43][cH:44][cH:45][cH:46][cH:47]1.[CH3:48][CH2:49][O:50][C:51](=[O:52])[CH3:53].[Na+:6].[O:56]=[C:57]([CH:58]=[CH:59][c:60]1[cH:61][cH:62][cH:63][cH:64][cH:65]1)[CH:66]=[CH:67][c:68]1[cH:69][cH:70][cH:71][cH:72][cH:73]1.[O:74]=[C:75]([CH:76]=[CH:77][c:78]1[cH:79][cH:80][cH:81][cH:82][cH:83]1)[CH:84]=[CH:85][c:86]1[cH:87][cH:88][cH:89][cH:90][cH:91]1.[O:92]=[C:93]([CH:94]=[CH:95][c:96]1[cH:97][cH:98][cH:99][cH:100][cH:101]1)[CH:102]=[CH:103][c:104]1[cH:105][cH:106][cH:107][cH:108][cH:109]1.[Pd:54].[Pd:55].[c:7]1([S:13](=[O:14])(=[O:15])[N:16]2[CH2:17][CH2:18][O:19][c:20]3[c:21]2[cH:22][c:23]([Cl:27])[cH:24][c:25]3[Br:26])[cH:8][cH:9][cH:10][cH:11][cH:12]1>>[c:7]1([S:13](=[O:14])(=[O:15])[N:16]2[CH2:17][CH2:18][O:19][c:20]3[c:21]2[cH:22][c:23]([Cl:27])[cH:24][c:25]3[N:38]2[CH2:37][CH2:36][N:35]([C:33]([O:32][C:28]([CH3:29])([CH3:30])[CH3:31])=[O:34])[CH2:40][CH2:39]2)[cH:8][cH:9][cH:10][cH:11][cH:12]1. Reactants: Clc1ncccn1, NCC1CCN(C(=O)OCc2ccccc2)CC1. The product is O=C(OCc1ccccc1)N1CCC(CNc2ncccn2)CC1. RXN SMILES: [Cl:19][c:20]1[n:21][cH:22][cH:23][cH:24][n:25]1.[NH2:1][CH2:2][CH:3]1[CH2:4][CH2:5][N:6]([C:9](=[O:10])[O:11][CH2:12][c:13]2[cH:14][cH:15][cH:16][cH:17][cH:18]2)[CH2:7][CH2:8]1>>[NH:1]([CH2:2][CH:3]1[CH2:4][CH2:5][N:6]([C:9](=[O:10])[O:11][CH2:12][c:13]2[cH:14][cH:15][cH:16][cH:17][cH:18]2)[CH2:7][CH2:8]1)[c:20]1[n:21][cH:22][cH:23][cH:24][n:25]1. Starting materials: BrC1=NC=CC(=C1)C(C)=O (1-(2-bromo-pyridin-4-yl)-ethanone), N#N (N2), LiBF4, C(=O)([O-])[O-].[Na+].[Na+] (Na2CO3), COC(OC)OC (trimethylorthoformate). The solvent is C(CO)O (ethylene glycol). Reaction conditions: temperature 95 celsius. Product: BrC1=NC=CC(=C1)C1(OCCO1)C (2-Bromo-4-(2-methyl-[1,3]dioxolan-2-yl)-pyridine). As a reaction SMILES: N#N.[Br:3][C:4]1[CH:9]=[C:8]([C:10](=[O:12])[CH3:11])[CH:7]=[CH:6][N:5]=1.COC([O:18][CH3:19])OC.[C:20]([O-])([O-])=O.[Na+].[Na+]>C(O)CO>[Br:3][C:4]1[CH:9]=[C:8]([C:10]2([CH3:11])[O:18][CH2:19][CH2:20][O:12]2)[CH:7]=[CH:6][N:5]=1 |f:3.4.5|. Procedure details: In a flame dried round-bottomed flask equipped with a magnetic stir bar and under inert atmosphere (N2), a mixture of 1-(2-bromo-pyridin-4-yl)-ethanone (1650 mg, 8.25 mmol) in ethylene glycol (8.8 mL) was treated with trimethylorthoformate (1.85 mL, 16.88 mmol) followed by LiBF4 (158 mg, 1.65 mmol). The reaction mixture was heated at 95° C. overnight. Sat. aq. Na2CO3 (20 mL) was added and the mixture was extracted with Et2O (2×30 mL). The org. extracts were dried over Na2SO4, filtered, and the s... Starting materials: C(C(=C)C)#N (methacrylonitrile), C1(=CC=CC=2C(C3=CC=CC=C3C(C12)=O)=O)CC(C#N)(C)O (3-(1-anthraquinonyl)-2-hydroxy-2-methylpropionitrile), [OH-].[K+] (potassium hydroxide). The solvent is O (water), CO (methanol), CO (methanol), O (water). Product: OC1=CC=2C3=CC=CC=C3C(C3=CC=CC(=C1)C23)=O (2-hydroxybenzanthrone). Reaction SMILES: [C:1](#N)[C:2]([CH3:4])=[CH2:3].C1(CC(O)(C)C#N)[C:19]2[C:18](=[O:20])[C:17]3[C:12](=[CH:13][CH:14]=[CH:15][CH:16]=3)[C:11](=[O:21])[C:10]=2[CH:9]=[CH:8][CH:7]=1.[OH-].[K+]>CO.O>[OH:21][C:11]1[CH:12]=[C:13]2[C:3]3[C:17](=[CH:16][CH:15]=[CH:14]2)[C:18](=[O:20])[C:19]2[C:4](=[CH:7][CH:8]=[CH:9][CH:10]=2)[C:2]=3[CH:1]=1 |f:2.3|. Procedure details: There was obtained a distillate containing 35.7 g of methacrylonitrile, besides methanol and water. The distillation residue was then mushed or slurried with water, filtered, washed with water to neutrality, and finally well squeezed. The solid product thus obtained, consisting of 3-(1-anthraquinonyl)-2-hydroxy-2-methylpropionitrile: ##STR9## is suspended, still humid, in a solution of 500 cc of methanol containing 25 g of potassium hydroxide. This suspension was then reflux-heated for 1.5 hours... The reactants are CCOC(=O)CC(C=CCCCCc1cc(NC(=O)C(C)(C)C)nc(NC(=O)C(C)(C)C)n1)c1cnc2ccccc2c1, CCO. The product is CCOC(=O)CC(CCCCCCc1cc(NC(=O)C(C)(C)C)nc(NC(=O)C(C)(C)C)n1)c1cnc2ccccc2c1. Reaction SMILES: [CH2:1]([CH3:2])[O:3][C:4]([CH2:5][CH:6]([CH:7]=[CH:8][CH2:9][CH2:10][CH2:11][CH2:12][c:13]1[cH:14][c:15]([NH:26][C:27]([C:28]([CH3:29])([CH3:30])[CH3:31])=[O:32])[n:16][c:17]([NH:19][C:20]([C:21]([CH3:22])([CH3:23])[CH3:24])=[O:25])[n:18]1)[c:33]1[cH:34][n:35][c:36]2[cH:37][cH:38][cH:39][cH:40][c:41]2[cH:42]1)=[O:43].[CH3:44][CH2:45][OH:46]>>[CH2:1]([CH3:2])[O:3][C:4]([CH2:5][CH:6]([CH2:7][CH2:8][CH2:9][CH2:10][CH2:11][CH2:12][c:13]1[cH:14][c:15]([NH:26][C:27]([C:28]([CH3:29])([CH3:30])[CH3:31])=[O:32])[n:16][c:17]([NH:19][C:20]([C:21]([CH3:22])([CH3:23])[CH3:24])=[O:25])[n:18]1)[c:33]1[cH:34][n:35][c:36]2[cH:37][cH:38][cH:39][cH:40][c:41]2[cH:42]1)=[O:43]. Starting materials: CN(C=O)C (N,N-dimethylformamide), C(C)(C)(C)OC(=O)N1CC(CC1)(OCC(=O)O)C=1SC=CN1 (2-(1-(tert-butoxycarbonyl)-3-(thiazol-2-yl)pyrrolidin-3-yloxy)acetic acid), C(C(=O)Cl)(=O)Cl (oxalyl chloride). The solvent is ClCCl (dichloromethane). Reaction conditions: time 4 hour. Yields the product COC(COC1(CN(CC1)C(=O)OC(C)(C)C)C=1SC=CN1)=O (tert-butyl 3-(2-methoxy-2-oxoethoxy)-3-(thiazol-2-yl)pyrrolidine-1-carboxylate). As a reaction SMILES: [C:1]([O:5][C:6]([N:8]1[CH2:12][CH2:11][C:10]([C:18]2[S:19][CH:20]=[CH:21][N:22]=2)([O:13][CH2:14][C:15]([OH:17])=[O:16])[CH2:9]1)=[O:7])([CH3:4])([CH3:3])[CH3:2].[CH3:23]N(C)C=O.C(Cl)(=O)C(Cl)=O>ClCCl>[CH3:23][O:16][C:15](=[O:17])[CH2:14][O:13][C:10]1([C:18]2[S:19][CH:20]=[CH:21][N:22]=2)[CH2:11][CH2:12][N:8]([C:6]([O:5][C:1]([CH3:4])([CH3:2])[CH3:3])=[O:7])[CH2:9]1. Reported procedure: To a cooled (0° C.) solution of 2-(1-(tert-butoxycarbonyl)-3-(thiazol-2-yl)pyrrolidin-3-yloxy)acetic acid (7.5 g, 22.84 mmol) in dichloromethane (150 mL) was added N,N-dimethylformamide (1 mL) followed by dropwise addition of oxalyl chloride (1.999 mL, 22.84 mmol). The cold bath was then removed, and the reaction was stirred for 4 hours. Methanol (30 mL) was added to the ambient reaction, and the reaction was stirred for an additional 0.5 hours. The reaction was concentrated under reduced pressu... Starting materials: ClC1=NC(=NC=C1)CO ((4-Chloropyrimidin-2-yl)methanol), CN=C=O (Methyl isocyanate), O (Water). The reagents and catalysts are [Cu]Cl (copper(I) chloride). Run in CN(C)C=O (DMF). Run at time 5 minute. Product: CNC(OCC1=NC=CC(=N1)Cl)=O ((4-Chloropyrimidin-2-yl)methyl methylcarbamate). RXN SMILES: [Cl:1][C:2]1[CH:7]=[CH:6][N:5]=[C:4]([CH2:8][OH:9])[N:3]=1.[CH3:10][N:11]=[C:12]=[O:13].O>CN(C=O)C.[Cu]Cl>[CH3:10][NH:11][C:12](=[O:13])[O:9][CH2:8][C:4]1[N:3]=[C:2]([Cl:1])[CH:7]=[CH:6][N:5]=1. Procedure details: (4-Chloropyrimidin-2-yl)methanol (Example 548, Step 1) (0.304 g, 2.10 mmol) and copper(I) chloride (0.208 g, 2.10 mmol) were taken up in DMF (10 mL) and stirred at room temperature for 5 minutes. Methyl isocyanate (0.120 g, 2.10 mmol) was added and stirring at room temperature continued for 3 hours. Water was added and the reaction mixture was extracted with EtOAc (2×). The combined organic extracts were washed with brine, dried over MgSO4, filtered, and concentrated in vacuo. Purification of th...